From a dataset of the Open Reaction Database (ORD), a public repository of structured organic reaction records. describe an organic reaction: reactants, conditions, products, and yield Starting materials: C(C1=CC=CC=C1)OC=1C(N(C=C(C1)Br)C(C)C)=O (3-(Benzyloxy)-5-bromo-1-(propan-2-yl)pyridin-2(1H)-one), ClC1=C(C=C(C=C1)B(O)O)C(F)(F)F (4-chloro-3-(trifluoromethyl)phenylboronic acid), C(=O)([O-])[O-].[Cs+].[Cs+] (Cs2CO3). The reagents and catalysts are C1=CC=C(C=C1)P([C-]2C=CC=C2)C3=CC=CC=C3.C1=CC=C(C=C1)P([C-]2C=CC=C2)C3=CC=CC=C3.Cl[Pd]Cl.[Fe+2].C(Cl)Cl (Pd(dppf)Cl2 CH2Cl2). Solvent: C1CCOC1 (THF). Yields the product C(C1=CC=CC=C1)OC=1C(N(C=C(C1)C1=CC(=C(C=C1)Cl)C(F)(F)F)C(C)C)=O (3-(benzyloxy)-5-[4-chloro-3-(trifluoromethyl)phenyl]-1-(propan-2-yl)pyridin-2(1H)-one). The yield is 113.3%. Reaction SMILES: [CH2:1]([O:8][C:9]1[C:10](=[O:19])[N:11]([CH:16]([CH3:18])[CH3:17])[CH:12]=[C:13](Br)[CH:14]=1)[C:2]1[CH:7]=[CH:6][CH:5]=[CH:4][CH:3]=1.[Cl:20][C:21]1[CH:26]=[CH:25][C:24](B(O)O)=[CH:23][C:22]=1[C:30]([F:33])([F:32])[F:31].C([O-])([O-])=O.[Cs+].[Cs+]>C1COCC1.C1C=CC(P(C2C=CC=CC=2)[C-]2C=CC=C2)=CC=1.C1C=CC(P(C2C=CC=CC=2)[C-]2C=CC=C2)=CC=1.Cl[Pd]Cl.[Fe+2].C(Cl)Cl>[CH2:1]([O:8][C:9]1[C:10](=[O:19])[N:11]([CH:16]([CH3:18])[CH3:17])[CH:12]=[C:13]([C:24]2[CH:25]=[CH:26][C:21]([Cl:20])=[C:22]([C:30]([F:33])([F:32])[F:31])[CH:23]=2)[CH:14]=1)[C:2]1[CH:7]=[CH:6][CH:5]=[CH:4][CH:3]=1 |f:2.3.4,6.7.8.9.10|. Reported procedure: 3-(Benzyloxy)-5-bromo-1-(propan-2-yl)pyridin-2(1H)-one (58 mg, 0.180 mmol), 4-chloro-3-(trifluoromethyl)phenylboronic acid (49 mg, 0.218 mmol), and Pd(dppf)Cl2—CH2Cl2 (8 mg, 9.80 μmol) were combined in THF (1 mL) in a microwave vessel. To this was added 1 M Cs2CO3 (0.540 mL, 0.540 mmol). The vessel was sealed then irradiated to 150° C. for 20 min. The layers were separated and the aqueous extracted with EtOAc (3×). The combined organic layers were filtered through a pad of silica gel washing wit... Starting materials: FC=1C(=CNC1C=1C(=NC=CC1)F)CN(C(OC(C)(C)C)=O)C (tert-butyl {[4-fluoro-5-(2-fluoropyridin-3-yl)-1H-pyrrol-3-yl]methyl}methylcarbamate), [H-].[Na+] (sodium hydride), N1(CCOCC1)S(=O)(=O)Cl (morpholine-4-sulfonyl chloride), C1COCCOCCOCCOCCO1 (15-Crown-5). Run in O1CCCC1 (tetrahydrofuran), O (water). Conditions: time 10 minute. The product is FC=1C(=CN(C1C=1C(=NC=CC1)F)S(=O)(=O)N1CCOCC1)CN(C(OC(C)(C)C)=O)C (tert-butyl {[4-fluoro-5-(2-fluoropyridin-3-yl)-1-(morpholin-4-ylsulfonyl)-1H-pyrrol-3-yl]methyl}methylcarbamate). Yield: 78.1%. Reaction SMILES: [F:1][C:2]1[C:3]([CH2:14][N:15]([CH3:23])[C:16](=[O:22])[O:17][C:18]([CH3:21])([CH3:20])[CH3:19])=[CH:4][NH:5][C:6]=1[C:7]1[C:8]([F:13])=[N:9][CH:10]=[CH:11][CH:12]=1.[H-].[Na+].C1OCCOCCOCCOCCOC1.[N:41]1([S:47](Cl)(=[O:49])=[O:48])[CH2:46][CH2:45][O:44][CH2:43][CH2:42]1>O1CCCC1.O>[F:1][C:2]1[C:3]([CH2:14][N:15]([CH3:23])[C:16](=[O:22])[O:17][C:18]([CH3:19])([CH3:20])[CH3:21])=[CH:4][N:5]([S:47]([N:41]2[CH2:46][CH2:45][O:44][CH2:43][CH2:42]2)(=[O:49])=[O:48])[C:6]=1[C:7]1[C:8]([F:13])=[N:9][CH:10]=[CH:11][CH:12]=1 |f:1.2|. Reported procedure: To a solution of tert-butyl {[4-fluoro-5-(2-fluoropyridin-3-yl)-1H-pyrrol-3-yl]methyl}methylcarbamate (324 mg) in tetrahydrofuran (20 mL) was added sodium hydride (60% in oil, 121 mg) at room temperature, and the mixture was stirred for 10 min. 15-Crown-5 (664 mg) was added, morpholine-4-sulfonyl chloride (250 mg) was added and the mixture was further stirred for 2 hr. The reaction mixture was diluted with water, and extracted with ethyl acetate. The extract was washed with saturated brine, drie... Starting materials: O(C1=CC=CC=C1)C1=CC=C(C=C1)O (4-phenoxyphenol), [H-].[Na+] (NaH), C(C)(C)(C)OC(=O)N1[C@H](CCC1)COS(=O)(=O)C1=CC=C(C=C1)C ((R)-2-(Toluene-4-sulfonyloxymethyl)-pyrrolidine-1-carboxylic acid tert-butyl ester). The solvent is CN(C)C=O (DMF), CN(C)C=O (DMF). Conditions: temperature 2.5 celsius, time 15 minute. The product is C(C)(C)(C)OC(=O)N1[C@H](CCC1)COC1=CC=C(C=C1)OC1=CC=CC=C1 ((R)-2-(4-Phenoxy-phenoxymethyl)-pyrrolidine-1-carboxylic acid tert-butyl ester). Yield: 64.8%. As a reaction SMILES: [O:1]([C:8]1[CH:13]=[CH:12][C:11]([OH:14])=[CH:10][CH:9]=1)[C:2]1[CH:7]=[CH:6][CH:5]=[CH:4][CH:3]=1.[H-].[Na+].[C:17]([O:21][C:22]([N:24]1[CH2:28][CH2:27][CH2:26][C@@H:25]1[CH2:29]OS(C1C=CC(C)=CC=1)(=O)=O)=[O:23])([CH3:20])([CH3:19])[CH3:18]>CN(C=O)C>[C:17]([O:21][C:22]([N:24]1[CH2:28][CH2:27][CH2:26][C@@H:25]1[CH2:29][O:14][C:11]1[CH:10]=[CH:9][C:8]([O:1][C:2]2[CH:7]=[CH:6][CH:5]=[CH:4][CH:3]=2)=[CH:13][CH:12]=1)=[O:23])([CH3:20])([CH3:18])[CH3:19] |f:1.2|. Procedure details: To a solution of 4-phenoxyphenol (200 mg, 1.07 mmol) m DMF (3 mL) at 0-5° C. was added 60% NaH (75 mg, 1.875 mmol) at 0-5° C. The reaction mixture was stirred at rt for 15 min at 0-5° C. A solution of (R)-2-(Toluene-4-sulfonyloxymethyl)-pyrrolidine-1-carboxylic acid tert-butyl ester (382 mg, 1.074 mmol) in DMF (2 mL) was added to the above mixture at 0-5° C. The reaction mixture was warmed to it and then heated at 90° C. for 15 h. The mixture was concentrated, diluted with saturated aq NaHCO3 an... Reactants: aqueous solution, C(O)([O-])=O.[Na+] (sodium hydrogen carbonate), O1CCCC=C1 (3,4-dihydro-2H-pyran), FC1=C(C=CC(=C1)F)C(C(C)O)=O (2',4'-Difluoro-2-hydroxypropiophenone), hydrate, C1(=CC=C(C=C1)S(=O)(=O)O)C (p-toluene sulfonic acid). Run in C(Cl)Cl (methylene chloride). Yields the product FC1=C(C=CC(=C1)F)C(C(C)OC1OCCCC1)=O (2',4'-difluoro-2-(3,4,5,6-tetrahydro-2H-pyran-2-yloxy)propiophenone). The yield is 97.7%. RXN SMILES: [F:1][C:2]1[CH:7]=[C:6]([F:8])[CH:5]=[CH:4][C:3]=1[C:9](=[O:13])[CH:10]([OH:12])[CH3:11].C1(C)C=CC(S(O)(=O)=O)=CC=1.[O:25]1[CH:30]=[CH:29][CH2:28][CH2:27][CH2:26]1.C(=O)([O-])O.[Na+]>C(Cl)Cl>[F:1][C:2]1[CH:7]=[C:6]([F:8])[CH:5]=[CH:4][C:3]=1[C:9](=[O:13])[CH:10]([O:12][CH:26]1[CH2:27][CH2:28][CH2:29][CH2:30][O:25]1)[CH3:11] |f:3.4|. Procedure: 2',4'-Difluoro-2-hydroxypropiophenone (61 g) was dissolved in methylene chloride (500 ml), to which was added, under ice-cooling, p-toluene sulfonic acid.hydrate (1.0 g). To the mixture was added, under ice-cooling while stirring, 3,4-dihydro-2H-pyran (41.4 g) during 10 minutes. The mixture was stirred, under ice-cooling, for one hour, to which was added a 5% aqueous solution of sodium hydrogen carbonate (240 ml). The mixture was stirred for 10 minutes under ice-cooling. The methylene chloride l... Reactants: [Al+3], COc1ccc2ccccc2c1Br, CC(=O)Cl, [Cl-], [Cl-], [Cl-], ClCCCl, Cl, O. Product: COc1ccc2cc(C(C)=O)ccc2c1Br. As a reaction SMILES: [Al+3:2].[Br:9][c:10]1[c:11]([O:20][CH3:21])[cH:12][cH:13][c:14]2[cH:15][cH:16][cH:17][cH:18][c:19]12.[CH3:5][C:6]([Cl:7])=[O:8].[Cl-:1].[Cl-:3].[Cl-:4].[Cl:23][CH2:24][CH2:25][Cl:26].[ClH:22].[OH2:27]>>[CH3:5][C:6](=[O:8])[c:16]1[cH:15][c:14]2[cH:13][cH:12][c:11]([O:20][CH3:21])[c:10]([Br:9])[c:19]2[cH:18][cH:17]1. Starting materials: C(C1=CC=CC=C1)N1CCC(CC1)=O (1-benzyl-4-piperidone), CI (methyl iodide). The solvent is CCOCC (ether). Reaction conditions: time 16 hour. The product is [I-].C(C1=CC=CC=C1)[N+]1(CCC(CC1)=O)C (1-benzyl-1-methyl-4-oxopiperidinium iodide). As a reaction SMILES: [CH2:1]([N:8]1[CH2:13][CH2:12][C:11](=[O:14])[CH2:10][CH2:9]1)[C:2]1[CH:7]=[CH:6][CH:5]=[CH:4][CH:3]=1.[CH3:15][I:16]>CCOCC>[I-:16].[CH2:1]([N+:8]1([CH3:15])[CH2:13][CH2:12][C:11](=[O:14])[CH2:10][CH2:9]1)[C:2]1[CH:3]=[CH:4][CH:5]=[CH:6][CH:7]=1 |f:3.4|. Procedure details: To 9.79 ml of 1-benzyl-4-piperidone, 16.5 ml of methyl iodide was added and stirred for 16 hours at room temperature. To the resulting yellow suspension, approx. 10 ml of ether was added and the formed yellow solid was recovered by filtration, which solid was washed with ether and dried to provide 13.42 g of the title compound as a yellow powder.